From a dataset of the Open Reaction Database (ORD), a public repository of structured organic reaction records. describe an organic reaction: reactants, conditions, products, and yield Starting materials: N[C@@H](CCC(N)=O)C(=O)O (glutamine), [N+](=O)([O-])C1=C2C(C(=O)OC2=O)=CC=C1 (3-nitrophthalic anhydride). The solvent is C(C)(=O)O (acetic acid). The product is [N+](=O)([O-])C1=C2C(N(C(C2=CC=C1)=O)C(C(=O)O)CCC(N)=O)=O (2-(4-nitro-1,3-dioxoisoindolin-2-yl)-4-carbamoylbutanoic acid). As a reaction SMILES: [NH2:1][C@H:2]([C:8]([OH:10])=[O:9])[CH2:3][CH2:4][C:5](=[O:7])[NH2:6].[N+:11]([C:14]1[CH:24]=[CH:23][CH:22]=[C:16]2[C:17]([O:19][C:20](=O)[C:15]=12)=[O:18])([O-:13])=[O:12]>C(O)(=O)C>[N+:11]([C:14]1[CH:24]=[CH:23][CH:22]=[C:16]2[C:15]=1[C:20](=[O:19])[N:1]([CH:2]([CH2:3][CH2:4][C:5](=[O:7])[NH2:6])[C:8]([OH:10])=[O:9])[C:17]2=[O:18])([O-:13])=[O:12]. Procedure: A mixture of glutamine (10 mmol) and 3-nitrophthalic anhydride (10 mmol) in 15 ml of acetic acid is heated to reflux. The cooled reaction mixture is concentrated and the residue purified by chromatography to afford 2-(4-nitro-1,3-dioxoisoindolin-2-yl)-4-carbamoylbutanoic acid.